From a dataset of the Open Reaction Database (ORD), a public repository of structured organic reaction records. describe an organic reaction: reactants, conditions, products, and yield RXN SMILES: [C:1]1([CH:8]=[CH:7][C:5]([OH:6])=[CH:4][CH:3]=1)[OH:2].[C:9](Cl)(=[O:20])[CH2:10][CH2:11][CH2:12][CH2:13][CH2:14][CH2:15][CH2:16][CH2:17][CH2:18][CH3:19]>>[C:9]([OH:20])(=[O:2])[CH2:10][CH2:11][CH2:12][CH2:13][CH2:14][CH2:15][CH2:16][CH2:17][CH2:18][CH3:19].[C:1]1([CH:8]=[CH:7][C:5]([OH:6])=[CH:4][CH:3]=1)[OH:2] |f:2.3|. Reactants: C1(O)=CC=C(O)C=C1 (hydroquinone), C(CCCCCCCCCC)(=O)Cl (n-undecanoyl chloride). Procedure details: According to the same procedure as described in Preparation 1, hydroquinone and n-undecanoyl chloride (prepared by chlorination of n-undecanoic acid with thionyl chloride) were reacted and the reaction mixture was extracted with ethyl acetate. The ethyl acetate extract was concentrated and the residue was dissolved in n-hexane and crystallized with cooling to give crude hydroquinone monoundecanoate. The crude product was recrystallized from n-hexane. m.p. 72°-74° C. Yields the product C(CCCCCCCCCC)(=O)O.C1(O)=CC=C(O)C=C1 (hydroquinone monoundecanoate). Starting materials: COS(=O)(=O)OC, Cc1nn(C)c(OCCNc2ccccc2)c1C(=O)c1ccc(Cl)cc1Cl, c1ccccc1. Yields the product Cc1nn(C)c(OCCN(C)c2ccccc2)c1C(=O)c1ccc(Cl)cc1Cl. As a reaction SMILES: [CH3:28][O:29][S:30]([O:31][CH3:32])(=[O:33])=[O:34].[NH:1]([c:2]1[cH:3][cH:4][cH:5][cH:6][cH:7]1)[CH2:8][CH2:9][O:10][c:11]1[c:12]([C:18]([c:19]2[c:20]([Cl:26])[cH:21][c:22]([Cl:25])[cH:23][cH:24]2)=[O:27])[c:13]([CH3:17])[n:14][n:15]1[CH3:16].[cH:35]1[cH:36][cH:37][cH:38][cH:39][cH:40]1>>[N:1]([c:2]1[cH:3][cH:4][cH:5][cH:6][cH:7]1)([CH2:8][CH2:9][O:10][c:11]1[c:12]([C:18]([c:19]2[c:20]([Cl:26])[cH:21][c:22]([Cl:25])[cH:23][cH:24]2)=[O:27])[c:13]([CH3:17])[n:14][n:15]1[CH3:16])[CH3:28]. Reactants: C1CCCCC1, OCC1Cc2ccccc2O1, Cc1ccc(S(=O)(=O)Cl)cc1, c1ccncc1. The product is Cc1ccc(S(=O)(=O)OCC2Cc3ccccc3O2)cc1. As a reaction SMILES: [CH2:29]1[CH2:30][CH2:31][CH2:32][CH2:33][CH2:34]1.[O:12]1[CH:13]([CH2:21][OH:22])[CH2:14][c:15]2[c:16]1[cH:17][cH:18][cH:19][cH:20]2.[c:1]1([CH3:11])[cH:2][cH:3][c:4]([S:7](=[O:8])(=[O:9])[Cl:10])[cH:5][cH:6]1.[cH:23]1[cH:24][cH:25][n:26][cH:27][cH:28]1>>[c:1]1([CH3:11])[cH:2][cH:3][c:4]([S:7](=[O:8])(=[O:9])[O:22][CH2:21][CH:13]2[O:12][c:16]3[c:15]([cH:20][cH:19][cH:18][cH:17]3)[CH2:14]2)[cH:5][cH:6]1. Reactants: NC(N1CCN(CC1)C(=O)OC(C)(C)C)=N (tert-butyl 4-[amino(imino)methyl]piperazine-1-carboxylate), ClC(Cl)(Cl)S (perchloromethyl mercaptan), [OH-].[Na+] (sodium hydroxide). The solvent is ClCCl (dichloromethane), O (water). Product: ClC1=NC(=NS1)N1CCN(CC1)C(=O)OC(C)(C)C (tert-Butyl 4-(5-chloro-1,2,4-thiadiazol-3-yl)piperazine-1-carboxylate). Isolated yield 59.6%. As a reaction SMILES: [NH2:1][C:2](=[NH:16])[N:3]1[CH2:8][CH2:7][N:6]([C:9]([O:11][C:12]([CH3:15])([CH3:14])[CH3:13])=[O:10])[CH2:5][CH2:4]1.[Cl:17][C:18]([SH:21])(Cl)Cl.[OH-].[Na+]>ClCCl.O>[Cl:17][C:18]1[S:21][N:1]=[C:2]([N:3]2[CH2:4][CH2:5][N:6]([C:9]([O:11][C:12]([CH3:13])([CH3:15])[CH3:14])=[O:10])[CH2:7][CH2:8]2)[N:16]=1 |f:2.3|. Procedure: To a solution of tert-butyl 4-[amino(imino)methyl]piperazine-1-carboxylate (1.50 g, 5.67 mmol) and perchloromethyl mercaptan (0.609 ml, 5.67 mmol) in dichloromethane (20 ml) was added dropwise a solution of sodium hydroxide (0.907 g, 22.7 mmol) in water (2.5 ml) under ice-cooling. Then, the reaction mixture was stirred under ice-cooling for 1 hour and at room temperature for 1 hour. The organic layer was separated, washed with water, and then dried over anhydrous magnesium sulfate. The solvent w...